This data is from the Open Reaction Database (ORD), a public repository of structured organic reaction records. The task is: describe an organic reaction: reactants, conditions, products, and yield Reactants: C(C)(C)(C)OC(NC1(CCC1)C1=CC=C(C=C1)C1=NC=2N(C=C1C1=CC=CC=C1)C(=C(N2)C2=CC=CC=C2)C2=CC(=CC(=C2)C(F)(F)F)C(F)(F)F)=O ((1-{4-[3-(3,5-Bis-trifluoromethyl-phenyl)-2,6-diphenyl-imidazo[1,2-a]pyrimidin-7-yl]-phenyl}-cyclobutyl)-carbamic Acid Tert-butyl Ester), Cl.CO (HCl MeOH). The solvent is CO (MeOH). Run at time 3 hour. Product: FC(C=1C=C(C=C(C1)C(F)(F)F)C1=C(N=C2N1C=C(C(=N2)C2=CC=C(C=C2)C2(CCC2)N)C2=CC=CC=C2)C2=CC=CC=C2)(F)F (1-{4-[3-(3,5-Bis-trifluoromethyl-phenyl)-2,6-diphenyl-imidazo[1,2-a]pyrimidin-7-yl]-phenyl}-cyclobutylamine). RXN SMILES: C(OC(=O)[NH:7][C:8]1([C:12]2[CH:17]=[CH:16][C:15]([C:18]3[C:23]([C:24]4[CH:29]=[CH:28][CH:27]=[CH:26][CH:25]=4)=[CH:22][N:21]4[C:30]([C:39]5[CH:44]=[C:43]([C:45]([F:48])([F:47])[F:46])[CH:42]=[C:41]([C:49]([F:52])([F:51])[F:50])[CH:40]=5)=[C:31]([C:33]5[CH:38]=[CH:37][CH:36]=[CH:35][CH:34]=5)[N:32]=[C:20]4[N:19]=3)=[CH:14][CH:13]=2)[CH2:11][CH2:10][CH2:9]1)(C)(C)C.Cl.CO>CO>[F:52][C:49]([F:50])([F:51])[C:41]1[CH:40]=[C:39]([C:30]2[N:21]3[CH:22]=[C:23]([C:24]4[CH:29]=[CH:28][CH:27]=[CH:26][CH:25]=4)[C:18]([C:15]4[CH:16]=[CH:17][C:12]([C:8]5([NH2:7])[CH2:11][CH2:10][CH2:9]5)=[CH:13][CH:14]=4)=[N:19][C:20]3=[N:32][C:31]=2[C:33]2[CH:34]=[CH:35][CH:36]=[CH:37][CH:38]=2)[CH:44]=[C:43]([C:45]([F:46])([F:47])[F:48])[CH:42]=1 |f:1.2|. Procedure details: To the solution of 5-6 (38 mg, 0.05 mmol) in 1 mL of MeOH was added 4M HCl/MeOH (2 mL) and the mixture was stirred at room temperature for 3 h. The mixture was concentrated by evaporation and the residue was purified by prep.HPLC to give the product 5-7. The reactants are ice water, ClC1=CC=C(C=C1)N1S(C2=C(N(C1=O)C)C=C(C=C2)O)(=O)=O (2-(4-chlorophenyl)-6-hydroxy-4-methyl-2H-1,2,4-benzothiadiazine-3(4H)-one 1,1-dioxide), C([O-])([O-])=O.[K+].[K+] (potassium carbonate), IC(C)C (2-iodopropane). The solvent is CN(C=O)C (N,N-dimethylformamide). Reaction conditions: temperature 60 celsius, time 2 hour. Yields the product ClC1=CC=C(C=C1)N1S(C2=C(N(C1=O)C)C=C(C=C2)OC(C)C)(=O)=O (2-(4-chlorophenyl)-6-isopropoxy-4-methyl-2H-1,2,4-benzothiadiazine-3(4H)-one 1,1-dioxide). Reaction SMILES: [Cl:1][C:2]1[CH:7]=[CH:6][C:5]([N:8]2[C:13](=[O:14])[N:12]([CH3:15])[C:11]3[CH:16]=[C:17]([OH:20])[CH:18]=[CH:19][C:10]=3[S:9]2(=[O:22])=[O:21])=[CH:4][CH:3]=1.C(=O)([O-])[O-].[K+].[K+].I[CH:30]([CH3:32])[CH3:31]>CN(C)C=O>[Cl:1][C:2]1[CH:7]=[CH:6][C:5]([N:8]2[C:13](=[O:14])[N:12]([CH3:15])[C:11]3[CH:16]=[C:17]([O:20][CH:30]([CH3:32])[CH3:31])[CH:18]=[CH:19][C:10]=3[S:9]2(=[O:21])=[O:22])=[CH:4][CH:3]=1 |f:1.2.3|. Procedure details: A suspension of 2-(4-chlorophenyl)-6-hydroxy-4-methyl-2H-1,2,4-benzothiadiazine-3(4H)-one 1,1-dioxide (15.33 g), potassium carbonate (7.50 g) and 2-iodopropane (5.43 ml) in N,N-dimethylformamide (150 ml) was stirred for 2 hours at 60° C. The mixture was poured into ice water. The separated solid was collected by filtration, dried, and recrystallized from ethanol to yield 2-(4-chlorophenyl)-6-isopropoxy-4-methyl-2H-1,2,4-benzothiadiazine-3(4H)-one 1,1-dioxide (13.54 g) as a white crystal. Reactants: OC1=C(C(C(C2=CC(=CC=C12)\C=C\COC)(C)C)=O)C(=O)NCC(=O)OC(C)(C)C (1,1-Dimethylethyl N-((4-hydroxy-1,1-dimethyl-7-((1E)-3-(methyloxy)-1-propen-1-yl)-2-oxo-naphthalen-3-yl)carbonyl)glycinate). Run in C(=O)(C(F)(F)F)O (TFA). Yields the product OC1=C(C(C(C2=CC(=CC=C12)\C=C\COC)(C)C)=O)C(=O)NCC(=O)O (N-((4-Hydroxy-1,1-dimethyl-7-((1E)-3-(methyloxy)-1-propen-1-yl)-2-oxo-naphthalen-3-yl)carbonyl)glycine). Isolated yield 23.1%. RXN SMILES: [OH:1][C:2]1[C:11]2[C:6](=[CH:7][C:8](/[CH:12]=[CH:13]/[CH2:14][O:15][CH3:16])=[CH:9][CH:10]=2)[C:5]([CH3:18])([CH3:17])[C:4](=[O:19])[C:3]=1[C:20]([NH:22][CH2:23][C:24]([O:26]C(C)(C)C)=[O:25])=[O:21]>C(O)(C(F)(F)F)=O>[OH:1][C:2]1[C:11]2[C:6](=[CH:7][C:8](/[CH:12]=[CH:13]/[CH2:14][O:15][CH3:16])=[CH:9][CH:10]=2)[C:5]([CH3:17])([CH3:18])[C:4](=[O:19])[C:3]=1[C:20]([NH:22][CH2:23][C:24]([OH:26])=[O:25])=[O:21]. Procedure details: 1,1-Dimethylethyl N-((4-hydroxy-1,1-dimethyl-7-((1E)-3-(methyloxy)-1-propen-1-yl)-2-oxo-naphthalen-3-yl)carbonyl)glycinate (75 mg, 181 μmol) was dissolved in TFA (2 mL) at ambient temperature for 30 minutes before it was concentrated, precipitated with hexanes, filtered, washed with hexanes, and dried in a vacuum oven to give the title compound (15 mg) as a yellow solid. MS m/e=360 (M+H)+. Calculated for C19H21NO6 359.14. The reactants are ClC1=CC=C(C(=O)C2=C(C(=O)N(CC)C(CNS(=O)(=O)C3=CC=C(C=C3)C)(C)C)C=CC=C2)C=C1 (2-(p-chlorobenzoyl)-N-[1,1-dimethyl-2-(p-toluenesulfonamido)ethyl]-N-ethyl benzamide), S(O)(O)(=O)=O (sulfuric acid). Conditions: time 21 hour. The product is ClC1=CC=C(C=C1)C(C1=C(C=CC=C1)C=1N(C(CN1)(C)C)CC)=O (4'-chloro-2-(1-ethyl-5,5-dimethyl-2-imidazolin-2-yl)benzophenone). RXN SMILES: [Cl:1][C:2]1[CH:35]=[CH:34][C:5]([C:6]([C:8]2[CH:33]=[CH:32][CH:31]=[CH:30][C:9]=2[C:10]([N:12]([C:15]([CH3:29])([CH3:28])[CH2:16][NH:17]S(C2C=CC(C)=CC=2)(=O)=O)[CH2:13][CH3:14])=O)=[O:7])=[CH:4][CH:3]=1.S(=O)(=O)(O)O>>[Cl:1][C:2]1[CH:35]=[CH:34][C:5]([C:6](=[O:7])[C:8]2[CH:33]=[CH:32][CH:31]=[CH:30][C:9]=2[C:10]2[N:12]([CH2:13][CH3:14])[C:15]([CH3:29])([CH3:28])[CH2:16][N:17]=2)=[CH:4][CH:3]=1. Procedure: One-hundred-ninety grams of 2-(p-chlorobenzoyl)-N-[1,1-dimethyl-2-(p-toluenesulfonamido)ethyl]-N-ethyl benzamide and 400 ml. of 90% (v/v) sulfuric acid were mixed together and heated in a steam bath for 45 minutes. The solution was left at room temperature for 21 hours, then quenched with 3 volumes of ice water. The mixture was extracted with dichloromethane. The aqueous portion was cooled and made basic with 50% sodium hydroxide solution. The mixture was extracted with dichloromethane. This sol... Yields the product Cc1cccnc1CNC1CCN(C(=NC(=O)OC(C)(C)C)NC(=O)OC(C)(C)C)CC1. Starting materials: CC(C)(C)OC(=O)N=C(NC(=O)OC(C)(C)C)N1CCC(=O)CC1, Cc1cccnc1CN, ClCCl. Reaction SMILES: [C:1]([CH3:2])([CH3:3])([CH3:4])[O:5][C:6]([NH:7][C:8]([N:9]1[CH2:10][CH2:11][C:12](=[O:15])[CH2:13][CH2:14]1)=[N:16][C:17](=[O:18])[O:19][C:20]([CH3:21])([CH3:22])[CH3:23])=[O:24].[CH3:25][c:26]1[c:27]([CH2:32][NH2:33])[n:28][cH:29][cH:30][cH:31]1.[Cl:34][CH2:35][Cl:36]>>[C:1]([CH3:2])([CH3:3])([CH3:4])[O:5][C:6]([NH:7][C:8]([N:9]1[CH2:10][CH2:11][CH:12]([NH:33][CH2:32][c:27]2[c:26]([CH3:25])[cH:31][cH:30][cH:29][n:28]2)[CH2:13][CH2:14]1)=[N:16][C:17](=[O:18])[O:19][C:20]([CH3:21])([CH3:22])[CH3:23])=[O:24]. The reactants are CCCCOCCOc1ccc(-c2ccc3c(c2)C=C(C(=O)OC)CCN3)cc1, CC=CCBr, C1CCOC1, [H-], [Na+], O. Yields the product CC=CCN1CCC(C(=O)OC)=Cc2cc(-c3ccc(OCCOCCCC)cc3)ccc21. Reaction SMILES: [CH2:1]([CH2:2][CH2:3][CH3:4])[O:5][CH2:6][CH2:7][O:8][c:9]1[cH:10][cH:11][c:12](-[c:15]2[cH:16][cH:17][c:18]3[c:19]([cH:29]2)[CH:20]=[C:21]([C:25](=[O:26])[O:27][CH3:28])[CH2:22][CH2:23][NH:24]3)[cH:13][cH:14]1.[CH2:32]([CH:33]=[CH:34][CH3:35])[Br:36].[CH2:38]1[O:39][CH2:40][CH2:41][CH2:42]1.[H-:30].[Na+:31].[OH2:37]>>[CH2:1]([CH2:2][CH2:3][CH3:4])[O:5][CH2:6][CH2:7][O:8][c:9]1[cH:10][cH:11][c:12](-[c:15]2[cH:16][cH:17][c:18]3[c:19]([cH:29]2)[CH:20]=[C:21]([C:25](=[O:26])[O:27][CH3:28])[CH2:22][CH2:23][N:24]3[CH2:32][CH:33]=[CH:34][CH3:35])[cH:13][cH:14]1. Starting materials: C(C)(C)(C)OC(\C=C\C=1C=NC2=C(CN3CCC[C@H]3C(N2)=O)C1)=O ((S)-(E)-3-(10-oxo-2,3,4,9,10,10a-hexahydro-1H-3a,8,9-triaza-benzo[f]azulen-6-yl)acrylic acid tert-butyl ester), C(=O)(C(F)(F)F)O (TFA), C(Cl)Cl (CH2Cl2). Solvent: CCOCC (Et2O). Run at time 30 minute. The product is Cl.O=C1NC2=C(CN3CCC[C@@H]13)C=C(C=N2)/C=C/C(=O)O ((S)-(E)-3-(10-Oxo-2,3,4,9,10,10a-hexahydro-1H-3a,8,9-triaza-benzo[f]azulen-6-yl)acrylic acid hydrochloride). Yield: 88.0%. RXN SMILES: C([O:5][C:6](=[O:24])/[CH:7]=[CH:8]/[C:9]1[CH:10]=[N:11][C:12]2[NH:21][C:20](=[O:22])[C@H:19]3[N:15]([CH2:16][CH2:17][CH2:18]3)[CH2:14][C:13]=2[CH:23]=1)(C)(C)C.C(O)(C(F)(F)F)=O.C(Cl)[Cl:33]>CCOCC>[ClH:33].[O:22]=[C:20]1[C@H:19]2[N:15]([CH2:16][CH2:17][CH2:18]2)[CH2:14][C:13]2[CH:23]=[C:9](/[CH:8]=[CH:7]/[C:6]([OH:24])=[O:5])[CH:10]=[N:11][C:12]=2[NH:21]1 |f:4.5|. Reported procedure: A solution of (S)-(E)-3-(10-oxo-2,3,4,9,10,10a-hexahydro-1H-3a,8,9-triaza-benzo[f]azulen-6-yl)acrylic acid tert-butyl ester (0.65 g, 1.97 mmol) in CH2Cl2 (7 mL) was treated with TFA (7 mL). After stirring at room temperature for 30 min, the clear tan solution was concentrated in vacuo. The resulting oil was treated with anhydrous dioxane (20 mL of a 4.0 M solution in dioxane, 80 mmol). The resulting mixture was sonicated for 5 min, stirred under N2 for 5 min and diluted with Et2O. The solid was ...